The task is: describe an organic reaction: reactants, conditions, products, and yield. This data is from the Open Reaction Database (ORD), a public repository of structured organic reaction records. Starting materials: C(C)(C)OB(OC(C)C)OC(C)C (tris-iso-propylborate), Cl (HCl), BrC1CCCC12C(NC1=CC=CC=C21)=O (5-bromo-spiro[cyclopentane-1,3′-[3H]indol]-2′(1′H)-one), [H-].[Na+] (sodium hydride), C(CCC)[Li] (butyl lithium). The solvent is C1CCOC1 (THF). Run at temperature -78 celsius, time 30 minute. The product is N1C(C2(C3=CC=CC=C13)CCCC2B(O)O)=O ((Spiro[cyclopentane-1,3′-[3H]indol]-2′(1′H)-one-5-yl) boronic acid). Yield: 63.7%. As a reaction SMILES: Br[CH:2]1[C:6]2([C:14]3[C:9](=[CH:10][CH:11]=[CH:12][CH:13]=3)[NH:8][C:7]2=[O:15])[CH2:5][CH2:4][CH2:3]1.[H-].[Na+].C([Li])CCC.C([O:26][B:27](OC(C)C)[O:28]C(C)C)(C)C.Cl>C1COCC1>[NH:8]1[C:9]2[C:14](=[CH:13][CH:12]=[CH:11][CH:10]=2)[C:6]2([CH:2]([B:27]([OH:28])[OH:26])[CH2:3][CH2:4][CH2:5]2)[C:7]1=[O:15] |f:1.2|. Procedure: To a solution of 5-bromo-spiro[cyclopentane-1,3′-[3H]indol]-2′(1′H)-one (13.1 g, 53 mmol) in anhydrous THF (300 cm3) under N2, was added sodium hydride (60% in mineral oil, 2.1 g, 53 mmol). After 30 minutes, the reaction mixture was cooled to −78° C. and butyl lithium (2.5 M in hexanes, 22 cm3, 53 mmol) was added slowly. After 30 minutes, tris-iso-propylborate (34 cm3, 146 mmol) was added, and the reaction mixture was slowly brought to room temperature, and stirred for 14 hours. The reaction mix... Product: COC(=O)C(c1ccc(Cl)cc1)c1cc(Cl)c(Cl)cc1[N+](=O)[O-]. Reaction SMILES: [Cl-:27].[Cl:13][c:14]1[cH:15][cH:16][c:17]([CH2:20][C:21](=[O:22])[O:23][CH3:24])[cH:18][cH:19]1.[Cl:1][c:2]1[c:3]([Cl:12])[cH:4][c:5]([F:11])[c:6]([N+:8](=[O:9])[O-:10])[cH:7]1.[H-:26].[NH4+:28].[Na+:25].[O:29]=[CH:30][N:31]([CH3:32])[CH3:33]>>[Cl:1][c:2]1[c:3]([Cl:12])[cH:4][c:5]([CH:20]([c:17]2[cH:16][cH:15][c:14]([Cl:13])[cH:19][cH:18]2)[C:21](=[O:22])[O:23][CH3:24])[c:6]([N+:8](=[O:9])[O-:10])[cH:7]1. Starting materials: [Cl-], COC(=O)Cc1ccc(Cl)cc1, O=[N+]([O-])c1cc(Cl)c(Cl)cc1F, [H-], [NH4+], [Na+], CN(C)C=O. Reaction SMILES: [C:1]([CH3:2])([CH3:3])([CH3:4])[c:5]1[cH:6][c:7]([CH:8]=[O:9])[cH:10][c:11]([C:14]([CH3:15])([CH3:16])[CH3:17])[c:12]1[OH:13].[CH3:31][C:32](=[O:33])[OH:34].[NH2:25][CH2:26][CH2:27][C:28]([OH:29])=[O:30].[O:18]=[C:19]1[CH2:20][NH:21][C:22](=[O:23])[NH:24]1.[OH2:35]>>[C:1]([CH3:2])([CH3:3])([CH3:4])[c:5]1[cH:6][c:7]([CH:8]=[C:20]2[C:19](=[O:18])[NH:24][C:22](=[O:23])[NH:21]2)[cH:10][c:11]([C:14]([CH3:15])([CH3:16])[CH3:17])[c:12]1[OH:13]. The reactants are CC(C)(C)c1cc(C=O)cc(C(C)(C)C)c1O, CC(=O)O, NCCC(=O)O, O=C1CNC(=O)N1, O. The product is CC(C)(C)c1cc(C=C2NC(=O)NC2=O)cc(C(C)(C)C)c1O. Reactants: COc1cnc(CCl)c(OC)n1, Fc1cccc(-c2ncc[nH]2)n1, [K+], [K+], O=C([O-])[O-], CN(C)C=O. The product is COc1cnc(Cn2ccnc2-c2cccc(F)n2)c(OC)n1. Reaction SMILES: [Cl:1][CH2:2][c:3]1[n:4][cH:5][c:6]([O:11][CH3:12])[n:7][c:8]1[O:9][CH3:10].[F:13][c:14]1[n:15][c:16](-[c:20]2[nH:21][cH:22][cH:23][n:24]2)[cH:17][cH:18][cH:19]1.[K+:25].[K+:26].[O-:27][C:28]([O-:29])=[O:30].[O:31]=[CH:32][N:33]([CH3:34])[CH3:35]>>[CH2:2]([c:3]1[n:4][cH:5][c:6]([O:11][CH3:12])[n:7][c:8]1[O:9][CH3:10])[n:24]1[c:20](-[c:16]2[n:15][c:14]([F:13])[cH:19][cH:18][cH:17]2)[n:21][cH:22][cH:23]1. Starting materials: C(C)(C)(C)OC(=O)N1CC2CC3=CC=C(N=C3N2C(C1)C)CO (6-hydroxymethyl-4-methyl-3,4,9,9a-tetrahydro-1H-2,4a,5-triaza-fluorene-2-carboxylic acid tert-butyl ester), C(Cl)Cl (DCM), C(=O)(C=1NC=CN1)C=1NC=CN1 (carbonyl diimidazole), N1CCCC1 (pyrrolidine), C(Cl)Cl (DCM). Solvent: O (water), CO (methanol), CO (methanol), O (water), CO (methanol). Run at temperature 0 celsius, time 2 hour. Product: C(C)(=O)[O-].[NH4+] (ammonium acetate), C(C)(C)(C)OC(=O)N1C[C@H]2CC3=CC=C(N=C3N2[C@@H](C1)C)COC(=O)N1CCCC1 ((4R,9aR)-4-Methyl-6-(pyrrolidine-1-carbonyloxymethyl)-3,4,9,9a-tetrahydro-1H-2,4a,5-triaza-fluorene-2-carboxylic acid tert-butyl ester). Yield: 61.0%. Reaction SMILES: [C:1]([O:5][C:6]([N:8]1[CH2:20][CH:19]([CH3:21])[N:18]2[CH:10]([CH2:11][C:12]3[C:17]2=[N:16][C:15]([CH2:22][OH:23])=[CH:14][CH:13]=3)[CH2:9]1)=[O:7])([CH3:4])([CH3:3])[CH3:2].C(Cl)Cl.[C:27](C1NC=CN=1)(C1NC=CN=1)=[O:28].[NH:39]1[CH2:43][CH2:42][CH2:41][CH2:40]1>CO.O>[C:22]([O-:23])(=[O:28])[CH3:15].[NH4+:8].[C:1]([O:5][C:6]([N:8]1[CH2:20][C@@H:19]([CH3:21])[N:18]2[C@H:10]([CH2:11][C:12]3[C:17]2=[N:16][C:15]([CH2:22][O:23][C:27]([N:39]2[CH2:43][CH2:42][CH2:41][CH2:40]2)=[O:28])=[CH:14][CH:13]=3)[CH2:9]1)=[O:7])([CH3:2])([CH3:4])[CH3:3] |f:6.7|. Procedure details: A mixture of 6-hydroxymethyl-4-methyl-3,4,9,9a-tetrahydro-1H-2,4a,5-triaza-fluorene-2-carboxylic acid tert-butyl ester (0.02 g, 0.063 mmol) and DCM (1 mL) was cooled to 0° C. and carbonyl diimidazole (0.010 g, 0.063 mmol) was added, the mixture was stirred at 0° C. for 2 h and stirred at room temperature for 3 h. A mixture of pyrrolidine (10 mL, 0.13 mmol) and DCM (1 mL) was added and the reaction mixture was sealed and shaken at 60° C. for 48 h. The reaction mixture was cooled and water (2 mL) ... The reactants are CS(=O)(=O)O, CC#N, CCOC(C)=O, CC(=O)C=Cc1ccccc1, O, O=c1[nH]c(-c2ccccc2)co1. The product is CC(=O)CC(c1ccccc1)c1oc(=O)[nH]c1-c1ccccc1. As a reaction SMILES: [CH3:24][S:25](=[O:26])(=[O:27])[OH:28].[CH3:30][C:31]#[N:32].[CH3:33][CH2:34][O:35][C:36](=[O:37])[CH3:38].[CH:13]([c:14]1[cH:15][cH:16][cH:17][cH:18][cH:19]1)=[CH:20][C:21]([CH3:22])=[O:23].[OH2:29].[c:1]1(-[c:7]2[nH:8][c:9](=[O:12])[o:10][cH:11]2)[cH:2][cH:3][cH:4][cH:5][cH:6]1>>[c:1]1(-[c:7]2[nH:8][c:9](=[O:12])[o:10][c:11]2[CH:13]([c:14]2[cH:15][cH:16][cH:17][cH:18][cH:19]2)[CH2:20][C:21]([CH3:22])=[O:23])[cH:2][cH:3][cH:4][cH:5][cH:6]1. Reactants: C1=CC=CC=2C(C3=C(C=CC21)C=CC=C3)C=3C(=NC(N(C3)CC=3C=C(C(=O)OC(C)(C)C)C=CC3)=O)SC (3-[[5-{5H-Dibenzo[a,d]cyclohepten-5-yl}-4-methylthio-2-oxo-1(2H)-pyrimidinyl]methyl]benzoic acid, [1,1-dimethylethyl] ester), COC=1C=CC(=CC1)P2(=S)SP(=S)(S2)C=3C=CC(=CC3)OC (Lawesson's reagent). Solvent: C1=CC=CC=C1 (benzene). The product is C1=CC=CC=2C(C3=C(C=CC21)C=CC=C3)C=3C(=NC(N(C3)CC=3C=C(C(=O)OC(C)(C)C)C=CC3)=S)SC (3-[[5-{5H-Dibenzo[a,d]cyclohepten-5-yl}-4-methylthio-2-thioxo-1(2H)-pyrimidinyl]methyl]benzoic acid, [1,1-dimethylethyl] ester). As a reaction SMILES: [CH:1]1[C:11]2[CH:10]=[CH:9][C:8]3[CH:12]=[CH:13][CH:14]=[CH:15][C:7]=3[CH:6]([C:16]3[C:17]([S:37][CH3:38])=[N:18][C:19](=O)[N:20]([CH2:22][C:23]4[CH:24]=[C:25]([CH:33]=[CH:34][CH:35]=4)[C:26]([O:28][C:29]([CH3:32])([CH3:31])[CH3:30])=[O:27])[CH:21]=3)[C:5]=2[CH:4]=[CH:3][CH:2]=1.COC1C=CC(P2(SP(C3C=CC(OC)=CC=3)(=S)S2)=[S:48])=CC=1>C1C=CC=CC=1>[CH:1]1[C:11]2[CH:10]=[CH:9][C:8]3[CH:12]=[CH:13][CH:14]=[CH:15][C:7]=3[CH:6]([C:16]3[C:17]([S:37][CH3:38])=[N:18][C:19](=[S:48])[N:20]([CH2:22][C:23]4[CH:24]=[C:25]([CH:33]=[CH:34][CH:35]=4)[C:26]([O:28][C:29]([CH3:32])([CH3:30])[CH3:31])=[O:27])[CH:21]=3)[C:5]=2[CH:4]=[CH:3][CH:2]=1. Procedure: A mixture of the product from step (v) (0.46 g) and Lawesson's reagent (0.18 g) in benzene (5 ml) was heated at reflux for 2 hours. The mixture was evaporated and purified by chromatography eluting with 10% ethyl acetate in toluene. Yield 0.5 g. Reactants: C(C)(C)(C)OC(=O)N1C[C@H]([C@H](CC1)COS(=O)(=O)C)O (cis-1-tert-butoxycarbonyl-3-hydroxy-4-methanesulfonyloxymethylpiperidine), [N-]=[N+]=[N-].[Na+] (sodium azide), [Cl-].[NH4+] (ammonium chloride), O (Water). Solvent: CN(C=O)C (dimethylformamide). Reaction conditions: temperature 60 celsius, time 6 hour. Product: N(=[N+]=[N-])C[C@@H]1[C@@H](CN(CC1)C(=O)OC(C)(C)C)O (cis-4-azidomethyl-1-tert-butoxycarbonyl-3-hydroxypiperidine). Isolated yield 92.4%. As a reaction SMILES: [C:1]([O:5][C:6]([N:8]1[CH2:13][CH2:12][C@H:11]([CH2:14]OS(C)(=O)=O)[C@H:10]([OH:20])[CH2:9]1)=[O:7])([CH3:4])([CH3:3])[CH3:2].[N-:21]=[N+:22]=[N-:23].[Na+].[Cl-].[NH4+].O>CN(C)C=O>[N:21]([CH2:14][C@H:11]1[CH2:12][CH2:13][N:8]([C:6]([O:5][C:1]([CH3:4])([CH3:3])[CH3:2])=[O:7])[CH2:9][C@H:10]1[OH:20])=[N+:22]=[N-:23] |f:1.2,3.4|. Procedure: To a solution of cis-1-tert-butoxycarbonyl-3-hydroxy-4-methanesulfonyloxymethylpiperidine (4.44 g) in dimethylformamide (60 ml) were added sodium azide (1.4 g) and ammonium chloride (1.15 g), and the resulting mixture was stirred at 60° C. for 6 hr. Water was added to the reaction mixture and the mixture was extracted with chloroform. The organic layer was washed with brine and dried. The solvent was evaporated under reduced pressure and the residue was purified by silica gel column chromatograp...